From a dataset of the Open Reaction Database (ORD), a public repository of structured organic reaction records. describe an organic reaction: reactants, conditions, products, and yield The reactants are C(C)OC(=O)C=1N=C(N(C1C(O)C1=CC=C(C=C1)Cl)C(C)C)Br (2-bromo-5-[(4-chlorophenyl)-hydroxy-methyl]-1-isopropyl-1H-imidazole-4-carboxylic acid ethyl ester), C(C)OC(=O)C=1N=C(N(C1C(O)C1=CC=C(C=C1)Cl)C(C)C)Br (2-bromo-5-[(4-chlorophenyl)-hydroxy-methyl]-1-isopropyl-1H-imidazole-4-carboxylic acid ethyl ester), ClC=1C=C(N)C=CC1F (3-chloro-4-fluoro-aniline). Yields the product C(C)OC(=O)C=1N=C(N(C1N(C1=CC=C(C=C1)Cl)C1=CC(=C(C=C1)F)Cl)C(C)C)Br (2-Bromo-5-[(3-chloro-4-fluoro-phenyl)-4-chloro-phenylamino]-1-isopropyl-1H-imidazole-4-carboxylic acid ethyl ester). Reaction SMILES: [CH2:1]([O:3][C:4]([C:6]1[N:7]=[C:8]([Br:23])[N:9]([CH:20]([CH3:22])[CH3:21])[C:10]=1C(C1C=CC(Cl)=CC=1)O)=[O:5])[CH3:2].[Cl:24][C:25]1[CH:26]=[C:27]([CH:29]=[CH:30][C:31]=1[F:32])[NH2:28]>>[CH2:1]([O:3][C:4]([C:6]1[N:7]=[C:8]([Br:23])[N:9]([CH:20]([CH3:21])[CH3:22])[C:10]=1[N:28]([C:27]1[CH:29]=[CH:30][C:31]([F:32])=[C:25]([Cl:24])[CH:26]=1)[C:29]1[CH:27]=[CH:26][C:25]([Cl:24])=[CH:31][CH:30]=1)=[O:5])[CH3:2]. Procedure: The title compound was prepared in analogy to the procedure described for step E2 using 2-bromo-5-[(4-chlorophenyl)-hydroxy-methyl]-1-isopropyl-1H-imidazole-4-carboxylic acid ethyl ester (intermediate B) and 3-chloro-4-fluoro-aniline as starting materials. tR 1.38 min (LC-MS 2); ESI-MS: 530.1 [M+H]+ (LC-MS 2). Run at temperature 50 celsius, time 14.5 hour. Reported procedure: To a solution of 3′,4′-dihydroxyacetophenone (2.00 g) in N,N-dimethylformamide (40 ml) were added lithium carbonate (2.44 g) and benzyl bromide (4.0 ml), and the mixture was stirred for 14.5 hours at 50° C. To the reaction mixture was added 1N hydrochloric acid, and the resulting mixture was extracted with a mixed solution of diethyl ether and ethyl acetate (3/1). The extract was washed with water and brine, and dried over anhydrous magnesium sulfate. After the solvent was removed under reduced ... Reaction SMILES: [OH:1][C:2]1[CH:3]=[C:4]([C:9](=[O:11])[CH3:10])[CH:5]=[CH:6][C:7]=1[OH:8].C(=O)([O-])[O-].[Li+].[Li+].[CH2:18](Br)[C:19]1[CH:24]=[CH:23][CH:22]=[CH:21][CH:20]=1.Cl>CN(C)C=O>[CH2:18]([O:8][C:7]1[CH:6]=[CH:5][C:4]([C:9](=[O:11])[CH3:10])=[CH:3][C:2]=1[OH:1])[C:19]1[CH:24]=[CH:23][CH:22]=[CH:21][CH:20]=1 |f:1.2.3|. Solvent: CN(C=O)C (N,N-dimethylformamide). Reactants: OC=1C=C(C=CC1O)C(C)=O (3′,4′-dihydroxyacetophenone), C([O-])([O-])=O.[Li+].[Li+] (lithium carbonate), C(C1=CC=CC=C1)Br (benzyl bromide), Cl (hydrochloric acid). The product is C(C1=CC=CC=C1)OC1=C(C=C(C=C1)C(C)=O)O (4′-benzyloxy-3′-hydroxyacetophenone). Starting materials: C(C)(C)C1=CC=C(C=C1)B(O)O (4-Isopropylphenylboronic acid), O1C(=CC=C1)P(C=1OC=CC1)C=1OC=CC1 (tri(2-furyl)phosphine), C([O-])([O-])=O.[Cs+].[Cs+] (cesium carbonate), Br\C(=C/C1CCOCC1)\C1=CC=C(C(=N1)OC)Cl (6-[(Z)-1-bromo-2-(tetrahydro-2H-pyran-4-yl)ethenyl]-3-chloro-2-methoxypyridine). The reagents and catalysts are C=1C=CC(=CC1)/C=C/C(=O)/C=C/C2=CC=CC=C2.C=1C=CC(=CC1)/C=C/C(=O)/C=C/C2=CC=CC=C2.C=1C=CC(=CC1)/C=C/C(=O)/C=C/C2=CC=CC=C2.[Pd].[Pd] (tris(dibenzylideneacetone)dipalladium). Run in O (water), O1CCOCC1 (1,4-dioxane), O (water). Reaction conditions: temperature 90 celsius, time 2 hour. Product: ClC=1C(=NC(=CC1)\C(=C\C1CCOCC1)\C1=CC=C(C=C1)C(C)C)OC (3-chloro-2-methoxy-6-[(E)-1-[4-(propan-2-yl)phenyl]-2-(tetrahydro-2H-pyran-4-yl)ethenyl]pyridine), oil. As a reaction SMILES: [CH:1]([C:4]1[CH:9]=[CH:8][C:7](B(O)O)=[CH:6][CH:5]=1)([CH3:3])[CH3:2].O1C=CC=C1P(C1OC=CC=1)C1OC=CC=1.C(=O)([O-])[O-].[Cs+].[Cs+].Br/[C:36](/[C:44]1[N:49]=[C:48]([O:50][CH3:51])[C:47]([Cl:52])=[CH:46][CH:45]=1)=[CH:37]\[CH:38]1[CH2:43][CH2:42][O:41][CH2:40][CH2:39]1>O1CCOCC1.C1C=CC(/C=C/C(/C=C/C2C=CC=CC=2)=O)=CC=1.C1C=CC(/C=C/C(/C=C/C2C=CC=CC=2)=O)=CC=1.C1C=CC(/C=C/C(/C=C/C2C=CC=CC=2)=O)=CC=1.[Pd].[Pd].O>[Cl:52][C:47]1[C:48]([O:50][CH3:51])=[N:49][C:44](/[C:36](/[C:7]2[CH:8]=[CH:9][C:4]([CH:1]([CH3:3])[CH3:2])=[CH:5][CH:6]=2)=[CH:37]/[CH:38]2[CH2:43][CH2:42][O:41][CH2:40][CH2:39]2)=[CH:45][CH:46]=1 |f:2.3.4,7.8.9.10.11|. Procedure: 4-Isopropylphenylboronic acid (103 mg), tris(dibenzylideneacetone)dipalladium (38 mg), tri(2-furyl)phosphine (58 mg), cesium carbonate (273 mg) and water (0.5 mL) were added to a solution of 6-[(Z)-1-bromo-2-(tetrahydro-2H-pyran-4-yl)ethenyl]-3-chloro-2-methoxypyridine (140 mg) in 1,4-dioxane (3 mL), and the mixture was stirred at 90° C. for two hours. The reaction solution was poured into water, followed by extraction with ethyl acetate. The organic layer was washed with brine, dried over anhyd... Reactants: N(=[N+]=[N-])C(C(=O)N1C(OC(C1C)C1=CC=CC=C1)=O)C1C2=C(CCC3=C1C=CC=C3)C=CC=C2 ([azido(10,11-dihydro-5H-dibenzo[a,d]cyclohepten-5-yl)acetyl]-4-methyl5-phenyl-2-oxazolidinone), [OH-].[Li+] (lithium hydroxide), OO (hydrogen peroxide), S(=O)([O-])[O-].[Na+].[Na+] (sodium sulfite). Solvent: O.O1CCCC1 (tetrahydrofuran water). Reaction conditions: temperature 0 celsius, time 1 hour. Yields the product N(=[N+]=[N-])[C@@H](C(=O)O)C1C2=C(CCC3=C1C=CC=C3)C=CC=C2 ((R)-α-Azido-10,11-dihydro-5H-dibenzo[a,d]cycloheptene-5-acetic acid). Reaction SMILES: [N:1]([CH:4]([CH:20]1[C:26]2[CH:27]=[CH:28][CH:29]=[CH:30][C:25]=2[CH2:24][CH2:23][C:22]2[CH:31]=[CH:32][CH:33]=[CH:34][C:21]1=2)[C:5](N1C(C)C(C2C=CC=CC=2)OC1=O)=[O:6])=[N+:2]=[N-:3].[OH-:35].[Li+].OO.S([O-])([O-])=O.[Na+].[Na+]>O.O1CCCC1>[N:1]([C@H:4]([CH:20]1[C:26]2[CH:27]=[CH:28][CH:29]=[CH:30][C:25]=2[CH2:24][CH2:23][C:22]2[CH:31]=[CH:32][CH:33]=[CH:34][C:21]1=2)[C:5]([OH:6])=[O:35])=[N+:2]=[N-:3] |f:1.2,4.5.6,7.8|. Procedure: To a solution of [4R-[3(R*),4α,5α]]-3 [azido(10,11-dihydro-5H-dibenzo[a,d]cyclohepten-5-yl)acetyl]-4-methyl5-phenyl-2-oxazolidinone (13.7 g, 30.27 mmol) in 4:1 tetrahydrofuran water (300 mL) at 0° C., is added a solution of lithium hydroxide (2.5 g, 60.54 mmol) in hydrogen peroxide (17.2 mL, 151.35 mmol, 30% aqueous) dropwise under nitrogen. The milky mixture is stirred at 0° C. for 1 hour. Aqueous sodium sulfite (50 mL) is added. The bulk o the tetrahydrofuran is evaporated in vacuo. The aqueou... Reactants: COc1ccc(-c2nncc(-c3ccc(F)c(Br)c3)n2)cc1, CCCC[Sn](CCCC)(CCCC)c1ncccc1F. Product: COc1ccc(-c2nncc(-c3ccc(F)c(-c4ncccc4F)c3)n2)cc1. Reaction SMILES: [Br:1][c:2]1[cH:3][c:4](-[c:9]2[n:10][c:11](-[c:15]3[cH:16][cH:17][c:18]([O:21][CH3:22])[cH:19][cH:20]3)[n:12][n:13][cH:14]2)[cH:5][cH:6][c:7]1[F:8].[F:23][c:24]1[c:25]([Sn:30]([CH2:31][CH2:32][CH2:33][CH3:34])([CH2:35][CH2:36][CH2:37][CH3:38])[CH2:39][CH2:40][CH2:41][CH3:42])[n:26][cH:27][cH:28][cH:29]1>>[c:2]1(-[c:25]2[c:24]([F:23])[cH:29][cH:28][cH:27][n:26]2)[cH:3][c:4](-[c:9]2[n:10][c:11](-[c:15]3[cH:16][cH:17][c:18]([O:21][CH3:22])[cH:19][cH:20]3)[n:12][n:13][cH:14]2)[cH:5][cH:6][c:7]1[F:8]. Reactants: C(CCC)C1=NN=C(N1CC1=CC=C(C=C1)O)SCC1=CC=C(C=C1)Cl (3-Butyl-5-(4-chlorobenzylthio)-4-(4-hydroxybenzyl)-4H-1,2,4-triazole), BrC(C(=O)OC)C1=C(C=CC=C1)Cl (methyl 2-bromo-2-(2-chlorophenyl)acetate). Yields the product C(CCC)C1=NN=C(N1CC1=CC=C(C=C1)OC(C1=C(C=CC=C1)Cl)C(=O)O)SCC1=CC=C(C=C1)Cl (3-Butyl-4-[[4-[1-carboxy-1-(2-chlorophenyl)methoxy]phenyl]methyl]-5-(4-chlorobenzylthio)-4H-1,2,4-triazole). Yield: 75.0%. RXN SMILES: [CH2:1]([C:5]1[N:9]([CH2:10][C:11]2[CH:16]=[CH:15][C:14]([OH:17])=[CH:13][CH:12]=2)[C:8]([S:18][CH2:19][C:20]2[CH:25]=[CH:24][C:23]([Cl:26])=[CH:22][CH:21]=2)=[N:7][N:6]=1)[CH2:2][CH2:3][CH3:4].Br[CH:28]([C:33]1[CH:38]=[CH:37][CH:36]=[CH:35][C:34]=1[Cl:39])[C:29]([O:31]C)=[O:30]>>[CH2:1]([C:5]1[N:9]([CH2:10][C:11]2[CH:16]=[CH:15][C:14]([O:17][CH:28]([C:29]([OH:31])=[O:30])[C:33]3[CH:38]=[CH:37][CH:36]=[CH:35][C:34]=3[Cl:39])=[CH:13][CH:12]=2)[C:8]([S:18][CH2:19][C:20]2[CH:21]=[CH:22][C:23]([Cl:26])=[CH:24][CH:25]=2)=[N:7][N:6]=1)[CH2:2][CH2:3][CH3:4]. Procedure: Reaction of 3-butyl-5-(4-chlorobenzylthio)-4-(4-hydroxybenzyl)-4H-1,2,4-triazole (from Example 5, Step A) with methyl 2-bromo-2-(2-chlorophenyl)acetate, from Step A, according to the procedure of Example 5, Step B, provided a 75% yield of the title compound as a glass; homogeneous by TLC in 97:3 C2Cl2 -MeOH. The reactants are C1C=CC2=CC=CC=C12 (indene), C(Cl)Cl (Methylene chloride), C(CCC)[Li] (n-butyllithium), C(C)OC(CBr)OCC (bromoacetaldehyde diethylacetal), 13C{1H}. Product: C(C)OC(CC1C=CC2=CC=CC=C12)OCC (Indenyl Acetaldehyde Diethylacetal). Reported procedure: A solution of n-butyllithium (20.0 mL, 1.6 M, 32.2 mmol) in hexanes was added dropwise to a cooled (0° C.) solution of indene (5.35 g, 32.2 mmol) in 50 mL of diethyl ether. The reaction solution turned yellow and was warmed to 25° C. for 30 minutes. This yellow solution was added dropwise to a cooled (0° C.) solution of bromoacetaldehyde diethylacetal (5.00 mL, 32.2 mmol) in 50 mL of diethyl ether. The reaction mixture turned bright red after warming to 25° C. and was stirred for 12 hours, durin... Solvent: C(C)OCC (diethyl ether), hexanes, C(C)OCC (diethyl ether). Reaction conditions: temperature 25 celsius, time 12 hour. As a reaction SMILES: C([Li])CCC.[CH2:6]1[C:14]2[C:9](=[CH:10][CH:11]=[CH:12][CH:13]=2)[CH:8]=[CH:7]1.[CH2:15]([O:17][CH:18]([O:21][CH2:22][CH3:23])[CH2:19]Br)[CH3:16].C(Cl)Cl>C(OCC)C>[CH2:15]([O:17][CH:18]([O:21][CH2:22][CH3:23])[CH2:19][CH:6]1[C:14]2[C:9](=[CH:10][CH:11]=[CH:12][CH:13]=2)[CH:8]=[CH:7]1)[CH3:16]. The reactants are C(C)(=O)C=1C=CC2=C(N(C(CO2)=O)CCN2CCC(CC2)NCC=2C=CC=3OCC(NC3N2)=O)C1 (6-[({1-[2-(6-Acetyl-3-oxo-2,3-dihydro-4H-1,4-benzoxazin-4-yl)ethyl]piperidin-4-yl}amino)methyl]-2H-pyrido[3,2-b][1,4]oxazin-3(4H)-one), [BH4-].[Na+] (sodium borohydride). The solvent is CO (methanol). Product: OC(C)C=1C=CC2=C(N(C(CO2)=O)CCN2CCC(CC2)NCC=2C=CC=3OCC(NC3N2)=O)C1 (6-{[(1-{2-[6-(1-Hydroxyethyl)-3-oxo-2,3-dihydro-4H-1,4-benzoxazin-4-yl]ethyl}piperidin-4-yl)amino]methyl}-2H-pyrido[3,2-b][1,4]oxazin-3(4H)-one). As a reaction SMILES: [C:1]([C:4]1[CH:5]=[CH:6][C:7]2[O:12][CH2:11][C:10](=[O:13])[N:9]([CH2:14][CH2:15][N:16]3[CH2:21][CH2:20][CH:19]([NH:22][CH2:23][C:24]4[CH:25]=[CH:26][C:27]5[O:28][CH2:29][C:30](=[O:34])[NH:31][C:32]=5[N:33]=4)[CH2:18][CH2:17]3)[C:8]=2[CH:35]=1)(=[O:3])[CH3:2].[BH4-].[Na+]>CO>[OH:3][CH:1]([C:4]1[CH:5]=[CH:6][C:7]2[O:12][CH2:11][C:10](=[O:13])[N:9]([CH2:14][CH2:15][N:16]3[CH2:21][CH2:20][CH:19]([NH:22][CH2:23][C:24]4[CH:25]=[CH:26][C:27]5[O:28][CH2:29][C:30](=[O:34])[NH:31][C:32]=5[N:33]=4)[CH2:18][CH2:17]3)[C:8]=2[CH:35]=1)[CH3:2] |f:1.2|. Procedure: 6-[({1-[2-(6-Acetyl-3-oxo-2,3-dihydro-4H-1,4-benzoxazin-4-yl)ethyl]piperidin-4-yl}amino)methyl]-2H-pyrido[3,2-b][1,4]oxazin-3(4H)-one (Example 45) (309 mg, 0.645 mmol) was reduced with sodium borohydride (47 mg, 2 equivalents) in methanol (12 mL) at 0° C. After quenching the reaction with water, the reaction mixture was concentrated under reduced pressure and extracted with chloroform. The chloroform layer was washed with brine and dried over magnesium sulfate and concentrated to dryness to give... The reactants are O (water), C(CC)OCCOC1=CC=C(C=C1)C=1C=CC2=C(C=C(CCN2)C(=O)OC)C1 (methyl 7-[4-(2-propoxyethoxy)phenyl]-2,3-dihydro-1H-1-benzazepine-4-carboxylate), C(C)OCCC=O (3-ethoxypropionaldehyde), C(C)(=O)O[BH-](OC(C)=O)OC(C)=O.[Na+] (sodium triacetoxyborohydride). Run in ClCCCl (1,2-dichloroethane). Conditions: time 20 hour. The product is C(C)OCCCN1CCC(=CC2=C1C=CC(=C2)C2=CC=C(C=C2)OCCOCCC)C(=O)OC (methyl 1-(3-ethoxypropyl)-7-[4-(2-propoxyethoxy)phenyl]-2,3-dihydro-1H-1-benzazepine-4-carboxylate). Isolated yield 96.9%. As a reaction SMILES: [CH2:1]([O:4][CH2:5][CH2:6][O:7][C:8]1[CH:13]=[CH:12][C:11]([C:14]2[CH:15]=[CH:16][C:17]3[NH:23][CH2:22][CH2:21][C:20]([C:24]([O:26][CH3:27])=[O:25])=[CH:19][C:18]=3[CH:28]=2)=[CH:10][CH:9]=1)[CH2:2][CH3:3].[CH2:29]([O:31][CH2:32][CH2:33][CH:34]=O)[CH3:30].C(O[BH-](OC(=O)C)OC(=O)C)(=O)C.[Na+].O>ClCCCl>[CH2:29]([O:31][CH2:32][CH2:33][CH2:34][N:23]1[C:17]2[CH:16]=[CH:15][C:14]([C:11]3[CH:12]=[CH:13][C:8]([O:7][CH2:6][CH2:5][O:4][CH2:1][CH2:2][CH3:3])=[CH:9][CH:10]=3)=[CH:28][C:18]=2[CH:19]=[C:20]([C:24]([O:26][CH3:27])=[O:25])[CH2:21][CH2:22]1)[CH3:30] |f:2.3|. Procedure: To a solution of methyl 7-[4-(2-propoxyethoxy)phenyl]-2,3-dihydro-1H-1-benzazepine-4-carboxylate (400 mg) and 3-ethoxypropionaldehyde (0.53 g) in 1,2-dichloroethane (10 ml) was added sodium triacetoxyborohydride (0.66 g) at room temperature, and the mixture was stirred for 20 hours. To the reaction system was added water, and the mixture was extracted with ethyl acetate. The organic layer was washed with water and saturated brine and dried with magnesium sulfate. After concentration under reduce...